From a dataset of the Open Reaction Database (ORD), a public repository of structured organic reaction records. describe an organic reaction: reactants, conditions, products, and yield Starting materials: O=C([O-])[O-], CC1CNCCN1c1nc(-c2ccncn2)cc(=O)n1C, N#Cc1ccc(F)cc1, [K+], [K+]. Yields the product CC1CN(c2ccc(C#N)cc2)CCN1c1nc(-c2ccncn2)cc(=O)n1C. RXN SMILES: [C:31](=[O:32])([O-:33])[O-:34].[CH3:1][n:2]1[c:3]([N:15]2[CH:16]([CH3:21])[CH2:17][NH:18][CH2:19][CH2:20]2)[n:4][c:5](-[c:9]2[n:10][cH:11][n:12][cH:13][cH:14]2)[cH:6][c:7]1=[O:8].[F:22][c:23]1[cH:24][cH:25][c:26]([C:27]#[N:28])[cH:29][cH:30]1.[K+:35].[K+:36]>>[CH3:1][n:2]1[c:3]([N:15]2[CH:16]([CH3:21])[CH2:17][N:18]([c:23]3[cH:24][cH:25][c:26]([C:27]#[N:28])[cH:29][cH:30]3)[CH2:19][CH2:20]2)[n:4][c:5](-[c:9]2[n:10][cH:11][n:12][cH:13][cH:14]2)[cH:6][c:7]1=[O:8]. Reaction SMILES: [OH:1][C@H:2]1[C@H:6]([NH:7][C:8]([O:10][C@@H:11]([CH3:16])[C:12]([F:15])([F:14])[F:13])=[O:9])[CH2:5][N:4](C(OC(C)(C)C)=O)[CH2:3]1.C(O)(C(F)(F)F)=O.C([O-])(O)=O.[Na+]>C(Cl)(Cl)Cl>[OH:1][C@@H:2]1[CH2:3][NH:4][CH2:5][C@H:6]1[NH:7][C:8](=[O:9])[O:10][C@@H:11]([CH3:16])[C:12]([F:13])([F:14])[F:15] |f:2.3|. Yields the product O[C@H]1[C@@H](CNC1)NC(O[C@H](C(F)(F)F)C)=O ((2S)-1,1,1-trifluoropropan-2-yl [(3R,4R)-4-hydroxypyrrolidin-3-yl]carbamate). The reactants are O[C@@H]1CN(C[C@H]1NC(=O)O[C@H](C(F)(F)F)C)C(=O)OC(C)(C)C (tert-butyl (3R,4R)-3-hydroxy-4-[({[(2S)-1,1,1-trifluoropropan-2-yl]oxy}carbonyl)amino]pyrrolidine-1-carboxylate), C(=O)(C(F)(F)F)O (TFA), C(=O)(O)[O-].[Na+] (NaHCO3). Conditions: time 1 hour. Reported procedure: To the solution of tert-butyl (3R,4R)-3-hydroxy-4-[({[(2S)-1,1,1-trifluoropropan-2-yl]oxy}carbonyl)amino]pyrrolidine-1-carboxylate (100 mg) in CHCl3 (0.5 ml) was added TFA (0.5 ml). After stirring for 1 hour at room temperature, the mixture was poured into saturated aqueous solution of NaHCO3 and extracted with CHCl3. The extract was dried over Na2SO4 and concentrated to give (2S)-1,1,1-trifluoropropan-2-yl [(3R,4R)-4-hydroxypyrrolidin-3-yl]carbamate as a pale yellow foam. Solvent: C(Cl)(Cl)Cl (CHCl3).